From a dataset of the Open Reaction Database (ORD), a public repository of structured organic reaction records. describe an organic reaction: reactants, conditions, products, and yield The reactants are CCl (methyl chloride), B(F)(F)F (boron trifluoride), CC(C)=C (isobutylene), CCl (methyl chloride). The product is CC(C)=C.C(C(C)=C)Cl (methallyl chloride isobutylene). RXN SMILES: [CH3:1][Cl:2].B(F)(F)F.[CH3:7][C:8](=[CH2:10])[CH3:9]>>[CH3:9][C:8](=[CH2:7])[CH3:10].[CH2:1]([Cl:2])[C:8](=[CH2:7])[CH3:9] |f:3.4|. Procedure: About 10 parts by weight of fine, granular, hydrated silica and 20 parts by weight of methallyl chloride are mixed then agitated at ambient temperature for about 1 hour, thereby producing as mixture of poly (methyallyl chloride) polymer, methallyl chloride and hydrated silica. About 50 parts by weight of methyl chloride, containing a Friedel-Crafts catalyst, boron trifluoride, in the amount of 0.8 parts by weight, are added to said mixture and cooled to -40 degree to -100 degree F.; then this mi... Reported procedure: An aqueous sodium nitrite solution (3.49 g of sodium nitrite in 12.5 mL of water) was dropwise added to a solution of 6-chloropyridine-3-amine (5.00 g) in hydrochloric acid (77.8 mL) over 10 minutes (such that the temperature does not exceed −20° C.) under dry ice-acetone cooling (−20 to −40° C.), followed by stirring under the same conditions for 1 hour. A solution of tin chloride (14.8 g) in hydrochloric acid (25 mL) was dropwise added thereto over 15 minutes, followed by stirring at approxima... Reaction conditions: time 1 hour. Reactants: N(=O)[O-].[Na+] (sodium nitrite), ClC1=CC=C(C=N1)N (6-chloropyridine-3-amine), [Sn](Cl)(Cl)(Cl)Cl (tin chloride). Solvent: Cl (hydrochloric acid), Cl (hydrochloric acid). Reaction SMILES: [N:1]([O-])=O.[Na+].[Cl:5][C:6]1[N:11]=[CH:10][C:9]([NH2:12])=[CH:8][CH:7]=1.[Sn](Cl)(Cl)(Cl)Cl>Cl>[ClH:5].[Cl:5][C:6]1[CH:7]=[CH:8][C:9]([NH:12][NH2:1])=[CH:10][N:11]=1 |f:0.1,5.6|. Yield: 269.9%. Product: Cl.ClC1=NC=C(C=C1)NN (2-Chloro-5-hydrazinylpyridine hydrochloride). Reactants: [Cl-].[Na+] (sodium chloride), C1=C(C=CC2=CC=CC=C12)O (β-naphthol), C(Cl)C1CO1 (epichlorohydrin), [OH-].[Na+] (sodium hydroxide). Run in O1CCOCC1 (dioxane), O (water). The product is O1CC1COC1=CC=CC2=CC=CC=C12 (1,2-Epoxy-3-(1-Naphthyloxy)-Propane). As a reaction SMILES: [CH:1]1[C:10]2[C:5](=[CH:6][CH:7]=[CH:8][CH:9]=2)[CH:4]=[CH:3][C:2]=1O.[CH2:12]([CH:14]1[O:16][CH2:15]1)Cl.[OH-:17].[Na+].[Cl-].[Na+]>O1CCOCC1.O>[O:16]1[CH:14]([CH2:12][O:17][C:1]2[C:10]3[C:5](=[CH:6][CH:7]=[CH:8][CH:9]=3)[CH:4]=[CH:3][CH:2]=2)[CH2:15]1 |f:2.3,4.5|. Reported procedure: To a solution of β-naphthol (86.09 g. 0.5 mol) and epichlorohydrin (54.6 ml, 0.7 mol) in 200 ml dioxane was added a solution of sodium hydroxide (24.0 g, 0.6 mol) in 50 ml water. The mixture was refluxed for 3 hr during which time sodium chloride precipitated out. The dioxane was evaporated in vacuo and the remaining aqueous solution extracted twice with chloroform. The combined organic fractions were then washed twice with brine and dried over sodium sulfate. After removing the drying agent by ... Starting materials: CC(C)(C)OC(=O)Cc1ccc(-n2ncc3cc(C(=O)NCCc4ccc(Cl)cc4)ccc32)c(C#N)c1, ClCCl, O=C(O)C(F)(F)F. Product: N#Cc1cc(CC(=O)O)ccc1-n1ncc2cc(C(=O)NCCc3ccc(Cl)cc3)ccc21. Reaction SMILES: [Cl:1][c:2]1[cH:3][cH:4][c:5]([CH2:6][CH2:7][NH:8][C:9](=[O:10])[c:11]2[cH:12][c:13]3[cH:14][n:15][n:16](-[c:20]4[c:21]([C:34]#[N:35])[cH:22][c:23]([CH2:26][C:27](=[O:28])[O:29][C:30]([CH3:31])([CH3:32])[CH3:33])[cH:24][cH:25]4)[c:17]3[cH:18][cH:19]2)[cH:36][cH:37]1.[Cl:45][CH2:46][Cl:47].[F:38][C:39]([F:40])([F:41])[C:42]([OH:43])=[O:44]>>[Cl:1][c:2]1[cH:3][cH:4][c:5]([CH2:6][CH2:7][NH:8][C:9](=[O:10])[c:11]2[cH:12][c:13]3[cH:14][n:15][n:16](-[c:20]4[c:21]([C:34]#[N:35])[cH:22][c:23]([CH2:26][C:27](=[O:28])[OH:29])[cH:24][cH:25]4)[c:17]3[cH:18][cH:19]2)[cH:36][cH:37]1. The reactants are C1CCOC1, CON(C)C(=O)c1cnc2ccccc2c1, C#Cc1cc(Cl)cc(Cl)c1. Yields the product O=C(C#Cc1cc(Cl)cc(Cl)c1)c1cnc2ccccc2c1. RXN SMILES: [CH2:27]1[O:28][CH2:29][CH2:30][CH2:31]1.[CH3:11][O:12][N:13]([C:14](=[O:15])[c:16]1[cH:17][n:18][c:19]2[cH:20][cH:21][cH:22][cH:23][c:24]2[cH:25]1)[CH3:26].[Cl:1][c:2]1[cH:3][c:4]([Cl:10])[cH:5][c:6]([C:8]#[CH:9])[cH:7]1>>[Cl:1][c:2]1[cH:3][c:4]([Cl:10])[cH:5][c:6]([C:8]#[C:9][C:14](=[O:15])[c:16]2[cH:17][n:18][c:19]3[cH:20][cH:21][cH:22][cH:23][c:24]3[cH:25]2)[cH:7]1. Reactants: CO, CC(=O)O, CC1Cc2ccccc2C1=NO. Yields the product CC1Cc2ccccc2C1N. Reaction SMILES: [CH3:13][OH:14].[CH3:15][C:16](=[O:17])[OH:18].[CH3:1][CH:2]1[C:3](=[N:11][OH:12])[c:4]2[cH:5][cH:6][cH:7][cH:8][c:9]2[CH2:10]1>>[CH3:1][CH:2]1[CH:3]([NH2:11])[c:4]2[cH:5][cH:6][cH:7][cH:8][c:9]2[CH2:10]1. The reactants are O (water), C(C)(=O)C=1C=CC(=NC1)Br (5-acetyl-2-bromopyridine), C([O-])([O-])=O.[K+].[K+] (potassium carbonate), N1N=CC=C1 (pyrazole). Solvent: CN(C=O)C (dimethylformamide). Run at temperature 100 celsius. Product: C(C)(=O)C=1C=CC(=NC1)N1N=CC=C1 (5-acetyl-2-(pyrazole-1-yl)pyridine). Isolated yield 81.4%. Reaction SMILES: [NH:1]1[CH:5]=[CH:4][CH:3]=[N:2]1.[C:6]([C:9]1[CH:10]=[CH:11][C:12](Br)=[N:13][CH:14]=1)(=[O:8])[CH3:7].C(=O)([O-])[O-].[K+].[K+].O>CN(C)C=O>[C:6]([C:9]1[CH:10]=[CH:11][C:12]([N:1]2[CH:5]=[CH:4][CH:3]=[N:2]2)=[N:13][CH:14]=1)(=[O:8])[CH3:7] |f:2.3.4|. Procedure: 407.9 mg (corresponding to 5.99 mmol) of pyrazole was dissolved in 10 mL of dimethylformamide. Then, 400.0 mg (corresponding to 1.99 mmol) of 5-acetyl-2-bromopyridine and 827.9 mg (corresponding to 5.99 mmol) of potassium carbonate were added thereto. The resulting solution was heated at 100° C. for 5 hours. After the completion of the reaction, the reaction solution was cooled down to room temperature, supplemented with water, and extracted twice with dichloromethane. The combined dichlorometha... Reactants: C(#CC(=O)OC)C(=O)OC (Dimethyl acetylenedicarboxylate), C1NC(CC2=C1NC1=CC=CC=C21)C(=O)O (1,2,3,4-tetrahydro-pyrido[3,4-b]indole-3-carboxylic acid), C(C)(=O)OC(C)=O (acetic anhydride). Run at temperature 70 celsius, time 2 hour. The product is CC1=C(C(=C2CC3=C(NC=4C=CC=CC34)CN12)C(=O)OC)C(=O)OC (dimethyl 3-methyl-6,11-dihydro-5H-indolizino[6,7-b]indole-1,2-dicarboxylate). As a reaction SMILES: [C:1]([C:7]([O:9][CH3:10])=[O:8])#[C:2][C:3]([O:5][CH3:6])=[O:4].[CH2:11]1[C:16]2[NH:17][C:18]3[C:23]([C:15]=2[CH2:14][CH:13](C(O)=O)[NH:12]1)=[CH:22][CH:21]=[CH:20][CH:19]=3.[C:27](OC(=O)C)(=O)[CH3:28]>>[CH3:27][C:28]1[N:12]2[C:13]([CH2:14][C:15]3[C:23]4[CH:22]=[CH:21][CH:20]=[CH:19][C:18]=4[NH:17][C:16]=3[CH2:11]2)=[C:2]([C:3]([O:5][CH3:6])=[O:4])[C:1]=1[C:7]([O:9][CH3:10])=[O:8]. Procedure: Dimethyl acetylenedicarboxylate (8.4 g, 59.5 mmol) was added into a mixture of 1,2,3,4-tetrahydro-pyrido[3,4-b]indole-3-carboxylic acid (10 g, 39.6 mmol) in acetic anhydride (70 mL). The reaction mixture was heated at 70° C. with stirring for 2 h and then evaporated in vacuo to dryness. The residue was recrystallized from MeOH to give dimethyl 3-methyl-6,11-dihydro-5H-indolizino[6,7-b]indole-1,2-dicarboxylate, 11.5 g (86%); mp 252-253° C. (lit.20 mp 255-260° C.). 1H NMR (DMSO-d6) δ 2.43 (3H, s, ...